This data is from the Open Reaction Database (ORD), a public repository of structured organic reaction records. The task is: describe an organic reaction: reactants, conditions, products, and yield The reactants are C=C1CC(=O)O1 (diketene), NC=1C=C(NC(C)=O)C=CC1 (m-aminoacetanilide). The solvent is C1=CC=CC=C1 (benzene). The product is C(C)(=O)NC=1C=C(NC(CC(C)=O)=O)C=CC1 (m-acetamido-acetylacetanilide). The yield is 91.6%. Reaction SMILES: [CH2:1]=[C:2]1[O:6][C:4](=[O:5])[CH2:3]1.[NH2:7][C:8]1[CH:9]=[C:10]([CH:15]=[CH:16][CH:17]=1)[NH:11][C:12](=[O:14])[CH3:13]>C1C=CC=CC=1>[C:12]([NH:11][C:10]1[CH:9]=[C:8]([CH:17]=[CH:16][CH:15]=1)[NH:7][C:4](=[O:5])[CH2:3][C:2](=[O:6])[CH3:1])(=[O:14])[CH3:13]. Procedure details: 20.1 g of diketene were added to a solution of 35 g of m-aminoacetanilide in 150 ml of benzene and after stirring for an hour, the mixture was evaporated to dryness under reduced pressure. The residue was added to acetone and the mixture was filtered. The filtrate was evaporated to dryness under reduced pressure and the residue was added to ether. The mixture was vacuum filtered and the precipitate was washed and dried to obtain 50 g of m-acetamido-acetylacetanilide melting at 107° C. which was ... Starting materials: CC=1N(C2=CC=C(C=C2C1C(=O)OCC)C)CCC1=CC=CC=C1 (ethyl 2,5-dimethyl-1-phenethyl-1H-indole-3-carboxylate), [OH-].[Na+] (NaOH), Cl (HCl). Solvent: C(C)O (ethanol). Run at temperature 100 celsius. The product is CC=1N(C2=CC=C(C=C2C1C(=O)O)C)CCC1=CC=CC=C1 (2,5-dimethyl-1-phenethyl-1H-indole-3-carboxylic acid). RXN SMILES: [CH3:1][C:2]1[N:3]([CH2:17][CH2:18][C:19]2[CH:24]=[CH:23][CH:22]=[CH:21][CH:20]=2)[C:4]2[C:9]([C:10]=1[C:11]([O:13]CC)=[O:12])=[CH:8][C:7]([CH3:16])=[CH:6][CH:5]=2.[OH-].[Na+].Cl>C(O)C>[CH3:1][C:2]1[N:3]([CH2:17][CH2:18][C:19]2[CH:20]=[CH:21][CH:22]=[CH:23][CH:24]=2)[C:4]2[C:9]([C:10]=1[C:11]([OH:13])=[O:12])=[CH:8][C:7]([CH3:16])=[CH:6][CH:5]=2 |f:1.2|. Procedure: A mixture of ethyl 2,5-dimethyl-1-phenethyl-1H-indole-3-carboxylate (500 mg) and NaOH (500 mg) in ethanol (15 mL) was heated at 100° C. for 3 h at which point the reaction was found complete by TLC and LC-MS. The reaction mixture was acidified to pH 4-5 by adding ethanolic HCl and evaporated under reduced pressure. The residue (1 g), that also contained NaCl generated during NaOH neutralization, was carried forward to next reaction without any purification. Starting materials: C(C1=CC=CC=C1)(=O)Cl (benzoyl chloride), OC(CCN1C=NC=C1)C1=CC2=CC=CC=C2C=C1 (1-[3-hydroxy-3-(2-naphthyl)-n-propyl]imidazole), O (water). Solvent: N1=CC=CC=C1 (pyridine). Conditions: time 8 hour. Yields the product C(C1=CC=CC=C1)(=O)OC(CCN1C=NC=C1)C1=CC2=CC=CC=C2C=C1 (1-[3-benzoyloxy-3-(2-naphthyl)-n-propyl]imidazole). Reaction SMILES: [OH:1][CH:2]([C:10]1[CH:19]=[CH:18][C:17]2[C:12](=[CH:13][CH:14]=[CH:15][CH:16]=2)[CH:11]=1)[CH2:3][CH2:4][N:5]1[CH:9]=[CH:8][N:7]=[CH:6]1.[C:20](Cl)(=[O:27])[C:21]1[CH:26]=[CH:25][CH:24]=[CH:23][CH:22]=1.O>N1C=CC=CC=1>[C:20]([O:1][CH:2]([C:10]1[CH:19]=[CH:18][C:17]2[C:12](=[CH:13][CH:14]=[CH:15][CH:16]=2)[CH:11]=1)[CH2:3][CH2:4][N:5]1[CH:9]=[CH:8][N:7]=[CH:6]1)(=[O:27])[C:21]1[CH:26]=[CH:25][CH:24]=[CH:23][CH:22]=1. Procedure: A solution of 1.26 g 1-[3-hydroxy-3-(2-naphthyl)-n-propyl]imidazole in 20 ml pyridine is treated dropwise with stirring with 0.72 ml of benzoyl chloride and the mixture stirred overnight. The resulting solution is poured into 100 ml water, extracted with ethyl acetate and the extracts washed, dried (MgSO4) and evaporated in vacuo to remove residual pyridine and afford 1-[3-benzoyloxy-3-(2-naphthyl)-n-propyl]imidazole. The residue is dissolved in ether, treated with ethereal hydrogen chloride and... Reactants: COC(=O)C(C(=O)OC)C(F)(F)F, COCCOCCOC, CI, O. The product is COC(=O)C(C)(C(=O)OC)C(F)(F)F. Reaction SMILES: [CH3:10][O:11][C:12]([CH:13]([C:14](=[O:15])[O:16][CH3:17])[C:18]([F:19])([F:20])[F:21])=[O:22].[CH3:1][O:2][CH2:3][CH2:4][O:5][CH2:6][CH2:7][O:8][CH3:9].[CH3:23][I:24].[OH2:25]>>[CH3:1][C:13]([C:12]([O:11][CH3:10])=[O:22])([C:14](=[O:15])[O:16][CH3:17])[C:18]([F:19])([F:20])[F:21].